The task is: describe an organic reaction: reactants, conditions, products, and yield. This data is from the Open Reaction Database (ORD), a public repository of structured organic reaction records. Starting materials: O=C(Cl)c1ccc(Cl)cc1F, Cl, C1COCCO1, O, NS(=O)(=O)C=Cc1ccccc1. The product is O=C(NS(=O)(=O)C=Cc1ccccc1)c1ccc(Cl)cc1F. RXN SMILES: [Cl:13][c:14]1[cH:15][c:16]([F:23])[c:17]([C:18](=[O:19])[Cl:20])[cH:21][cH:22]1.[ClH:25].[O:26]1[CH2:27][CH2:28][O:29][CH2:30][CH2:31]1.[OH2:24].[c:1]1([CH:7]=[CH:8][S:9](=[O:10])(=[O:11])[NH2:12])[cH:2][cH:3][cH:4][cH:5][cH:6]1>>[c:1]1([CH:7]=[CH:8][S:9](=[O:10])(=[O:11])[NH:12][C:18]([c:17]2[c:16]([F:23])[cH:15][c:14]([Cl:13])[cH:22][cH:21]2)=[O:19])[cH:2][cH:3][cH:4][cH:5][cH:6]1. Starting materials: ClC1=NC=C(C=C1)[N+](=O)[O-] (2-chloro-5-nitropyridine), C1(CCCCC1)C1=CC=C(C=C1)O (4-cyclohexylphenol), C(=O)([O-])[O-].[K+].[K+] (K2CO3). Solvent: CS(=O)C (DMSO). Conditions: time 27 hour. Yields the product C1(CCCCC1)C1=CC=C(OC2=NC=C(C=C2)[N+](=O)[O-])C=C1 (2-(4-cyclohexylphenoxy)-5-nitropyridine). Yield: 106.3%. Reaction SMILES: Cl[C:2]1[CH:7]=[CH:6][C:5]([N+:8]([O-:10])=[O:9])=[CH:4][N:3]=1.[CH:11]1([C:17]2[CH:22]=[CH:21][C:20]([OH:23])=[CH:19][CH:18]=2)[CH2:16][CH2:15][CH2:14][CH2:13][CH2:12]1.C([O-])([O-])=O.[K+].[K+]>CS(C)=O>[CH:11]1([C:17]2[CH:18]=[CH:19][C:20]([O:23][C:2]3[CH:7]=[CH:6][C:5]([N+:8]([O-:10])=[O:9])=[CH:4][N:3]=3)=[CH:21][CH:22]=2)[CH2:12][CH2:13][CH2:14][CH2:15][CH2:16]1 |f:2.3.4|. Reported procedure: Following procedure A, 2-chloro-5-nitropyridine (300 mg, 1.89 mmol, 1.00 eq) and 4-cyclohexylphenol (417 mg, 2.37 mmol, 1.25 eq) were dissolved in DMSO (6 mL). Anhydrous K2CO3 (397 mg, 2.87 mmol, 1.52 eq) was added and the reaction mixture was stirred at room temperature for 27 h. After extraction with Et2O, the crude product was purified by flash column chromatography (SiO2; EtOAc/petrolether 1:100 to 1:75) to afford the title compound as colourless solid (600 mg, 2.01 mmol, quant. yield). Rf=0...